From a dataset of the Open Reaction Database (ORD), a public repository of structured organic reaction records. describe an organic reaction: reactants, conditions, products, and yield The reactants are C([O-])([O-])=O.[K+].[K+] (potassium carbonate), C(C)(=O)NC=1C=C(C(=O)O)C=CC1Cl (3-acetamido-4-chlorobenzoic acid), S(=O)(=O)(OCC)OCC (diethyl sulfate). The solvent is CN(C)C=O (DMF). Reaction conditions: time 7 hour. Product: C(C)(=O)NC=1C=C(C(=O)OCC)C=CC1Cl (ethyl 3-acetamido-4-chlorobenzoate). Reaction SMILES: [C:1]([NH:4][C:5]1[CH:6]=[C:7]([CH:11]=[CH:12][C:13]=1[Cl:14])[C:8]([OH:10])=[O:9])(=[O:3])[CH3:2].C(=O)([O-])[O-].[K+].[K+].S(OCC)(O[CH2:25][CH3:26])(=O)=O>CN(C=O)C>[C:1]([NH:4][C:5]1[CH:6]=[C:7]([CH:11]=[CH:12][C:13]=1[Cl:14])[C:8]([O:10][CH2:25][CH3:26])=[O:9])(=[O:3])[CH3:2] |f:1.2.3|. Reported procedure: 120 g (562 mmol) of 3-acetamido-4-chlorobenzoic acid were dissolved in 77 ml of DMF and stirred with 93.16 g (674 mmol) of potassium carbonate at 60° C. for 30 min. The mixture was then cooled, admixed with 91 g (590 mmol) of diethyl sulfate, and left with stirring at RT for 7 h. The batch was concentrated, the residue was stirred with 2 l of water, and the precipitated crystals were isolated by filtration with suction. They were washed with water and dried in a vacuum cabinet at 70° C. for 3 h. Starting materials: FC1=CC=C2CC/C(/C2=C1)=C\C(=O)N ((E)-2-(6-fluoro-1-indanylidene)acetamide), FC1=CC=C2CC/C(/C2=C1)=C\C(=O)Cl ((E)-2-(6-fluoro-1-indanylidene)acetyl chloride). Yields the product FC=1C=C2CC/C(/C2=CC1)=C\C(=O)N ((E)-2-(5-fluoro-1-indanylidene)acetamide). The yield is 44.0%. RXN SMILES: F[C:2]1[CH:10]=[C:9]2[C:5]([CH2:6][CH2:7]/[C:8]/2=[CH:11]\[C:12]([NH2:14])=[O:13])=[CH:4][CH:3]=1.[F:15]C1C=C2C(CC/C/2=C\C(Cl)=O)=CC=1>>[F:15][C:3]1[CH:4]=[C:5]2[C:9](=[CH:10][CH:2]=1)/[C:8](=[CH:11]/[C:12]([NH2:14])=[O:13])/[CH2:7][CH2:6]2. Reported procedure: This compound was prepared in a similar manner to that described for (E)-2-(6-fluoro-1-indanylidene)acetamide Example 1k by substituting (E)-2-(5-fluoro-1-indanylidene)acetyl chloride (3.16 g, 0.015 mol) for (E)-2-(6-fluoro-1-indanylidene)acetyl chloride. Recrystallization from acetonitrile: water mixtures gave 1.28 g (44%) of (E)-2-(5-fluoro-1-indanylidene)acetamide as a white solid; m.p., 191°-193° C.;